From a dataset of the Open Reaction Database (ORD), a public repository of structured organic reaction records. describe an organic reaction: reactants, conditions, products, and yield Starting materials: CCO, [K+], [OH-], CCOC(=O)CCCCNc1ccccc1-c1ccccc1, c1ccccc1. The product is O=C(O)CCCCNc1ccccc1-c1ccccc1. As a reaction SMILES: [CH3:31][CH2:32][OH:33].[K+:24].[OH-:23].[c:1]1(-[c:17]2[cH:18][cH:19][cH:20][cH:21][cH:22]2)[c:2]([NH:7][CH2:8][CH2:9][CH2:10][CH2:11][C:12](=[O:13])[O:14][CH2:15][CH3:16])[cH:3][cH:4][cH:5][cH:6]1.[cH:25]1[cH:26][cH:27][cH:28][cH:29][cH:30]1>>[c:1]1(-[c:17]2[cH:18][cH:19][cH:20][cH:21][cH:22]2)[c:2]([NH:7][CH2:8][CH2:9][CH2:10][CH2:11][C:12](=[O:13])[OH:14])[cH:3][cH:4][cH:5][cH:6]1. The reactants are 1.38, C(=O)O (formic acid), C(C)(=O)OC(C)=O (acetic anhydride), C(C)OP(OCC)(=O)CCCNO (3-(N-hydroxyamino)-propylphosphonic acid diethylester), [OH-].[Na+] (NaOH). The solvent is O (water), CO (methanol), C(Cl)(Cl)Cl (chloroform). The product is C(C)OP(OCC)(=O)CCCN(C=O)O (3-(N-Formylhydroxyamino)-propylphosphonic Acid Diethylester). Reaction SMILES: [CH:1]([OH:3])=O.C(OC(=O)C)(=O)C.[CH2:11]([O:13][P:14]([CH2:19][CH2:20][CH2:21][NH:22][OH:23])(=[O:18])[O:15][CH2:16][CH3:17])[CH3:12].[OH-].[Na+]>C(Cl)(Cl)Cl.CO.O>[CH2:16]([O:15][P:14]([CH2:19][CH2:20][CH2:21][N:22]([OH:23])[CH:1]=[O:3])(=[O:18])[O:13][CH2:11][CH3:12])[CH3:17] |f:3.4|. Procedure: 1.38 (0.030 mol) formic acid were added drop by drop at room temperature to 2.04 g (0.020 mol) acetic anhydride and stirred at the same temperature. This solution was added with cooling with ice to 2.8 g (0.013 mol) 3-(N-hydroxyamino)-propylphosphonic acid diethylester dissolved in chloroform. The reaction mixture is stirred for 30 minutes at 0-5° C. and for a further 1.5 hours at room temperature. After concentration under reduced pressure until an oily residue is obtained, this oily residue is... The reactants are O=C(O)c1cccc2nc(Br)sc12, C1CCNCC1, CCO, CCOCC. Product: O=C(O)c1cccc2nc(N3CCCCC3)sc12. Reaction SMILES: [Br:1][c:2]1[s:3][c:4]2[c:5]([n:6]1)[cH:7][cH:8][cH:9][c:10]2[C:11](=[O:12])[OH:13].[CH2:14]1[CH2:15][CH2:16][NH:17][CH2:18][CH2:19]1.[CH3:20][CH2:21][OH:22].[CH3:23][CH2:24][O:25][CH2:26][CH3:27]>>[c:2]1([N:17]2[CH2:16][CH2:15][CH2:14][CH2:19][CH2:18]2)[s:3][c:4]2[c:5]([n:6]1)[cH:7][cH:8][cH:9][c:10]2[C:11](=[O:12])[OH:13]. The reactants are [Al+3].[Cl-].[Cl-].[Cl-] (AlCl3), C(C)C1=CC=CC=C1 (ethyl benzene), C(C(C)C)(=O)Cl (isobutyroyl chloride). Solvent: [N+](=O)([O-])C (nitromethane). The product is C(C)(C)C(=O)C1=CC=C(C=C1)CC (p-ethylphenyl isopropyl ketone). Yield: 77.0%. Reaction SMILES: [Al+3].[Cl-].[Cl-].[Cl-].[CH2:5]([C:7]1[CH:12]=[CH:11][CH:10]=[CH:9][CH:8]=1)[CH3:6].[C:13](Cl)(=[O:17])[CH:14]([CH3:16])[CH3:15]>[N+](C)([O-])=O>[CH:14]([C:13]([C:10]1[CH:11]=[CH:12][C:7]([CH2:5][CH3:6])=[CH:8][CH:9]=1)=[O:17])([CH3:16])[CH3:15] |f:0.1.2.3|. Reported procedure: At 10° C. a solution of 93 g (0.72 mol) AlCl3 in 250 ml nitromethane is added to a mixture of 66 g (0.62 mol) ethyl benzene and 70 g (0.66 mol) isobutyroyl chloride, after which the mixture is stirred during half an hour. The reaction mixture is poured out into ice and extracted with ether. The solution in ether is washed neutral, dried on MgSO4 and evaporated. The residue is distilled under diminished pressure to obtain p-ethylphenyl isopropyl ketone in a yield of 77%. The reactants are COC(=O)C=1C=C2C(=CN=NC2=C(C1NC1=C(C=C(C=C1)Cl)Cl)F)C (7-(2,4-dichlorophenylamino)-8-fluoro-4-methyl-cinnoline-6-carboxylic acid methyl ester), [Li+].[OH-] (LiOH), Cl (HCl). Solvent: O (water), C1CCOC1.O (THF water). Conditions: time 30 minute. Yields the product ClC1=C(C=CC(=C1)Cl)NC1=C(C=C2C(=CN=NC2=C1F)C)C(=O)O (7-(2,4-dichlorophenylamino)-8-fluoro-4-methyl-cinnoline-6-carboxylic acid). The yield is 60.5%. RXN SMILES: C[O:2][C:3]([C:5]1[CH:6]=[C:7]2[C:12](=[C:13]([F:24])[C:14]=1[NH:15][C:16]1[CH:21]=[CH:20][C:19]([Cl:22])=[CH:18][C:17]=1[Cl:23])[N:11]=[N:10][CH:9]=[C:8]2[CH3:25])=[O:4].[Li+].[OH-].Cl>C1COCC1.O.O>[Cl:23][C:17]1[CH:18]=[C:19]([Cl:22])[CH:20]=[CH:21][C:16]=1[NH:15][C:14]1[C:13]([F:24])=[C:12]2[C:7]([C:8]([CH3:25])=[CH:9][N:10]=[N:11]2)=[CH:6][C:5]=1[C:3]([OH:4])=[O:2] |f:1.2,4.5|. Reported procedure: To a solution of 7-(2,4-dichlorophenylamino)-8-fluoro-4-methyl-cinnoline-6-carboxylic acid methyl ester (54 mg, 0.14 mmol) in THF-water (3 mL/l mL) was added 1 N aqueous LiOH (0.30 mL, 0.30 mmol) at room temperature. After 30 minutes, the reaction mixture was adjusted to pH 6-7 with 1 N aqueous HCl, diluted with water, and extracted with EtOAc-THF. The organic layer was washed with water, dried over MgSO4, filtered, and concentrated in vacuo to give 31 mg (60%) of the crude product (31 mg, 60%),... Starting materials: FC(F)(F)C(=C(c1ccccc1)c1ccc(OCCBr)cc1)c1ccccc1, CCCCCCN, COCCO, CC(C)O, Cc1ccc(S(=O)(=O)O)cc1. Yields the product CCCCCCNCCOc1ccc(C(=C(c2ccccc2)C(F)(F)F)c2ccccc2)cc1, Cc1ccc(S(=O)(=O)O)cc1. RXN SMILES: [Br:1][CH2:2][CH2:3][O:4][c:5]1[cH:6][cH:7][c:8]([C:11](=[C:12]([C:13]([F:14])([F:15])[F:16])[c:17]2[cH:18][cH:19][cH:20][cH:21][cH:22]2)[c:23]2[cH:24][cH:25][cH:26][cH:27][cH:28]2)[cH:9][cH:10]1.[CH2:29]([CH2:30][CH2:31][CH2:32][CH2:33][CH3:34])[NH2:35].[CH3:47][O:48][CH2:49][CH2:50][OH:51].[CH:52]([OH:53])([CH3:54])[CH3:55].[c:36]1([CH3:46])[cH:37][cH:38][c:39]([S:42](=[O:43])(=[O:44])[OH:45])[cH:40][cH:41]1>>[CH2:2]([CH2:3][O:4][c:5]1[cH:6][cH:7][c:8]([C:11](=[C:12]([C:13]([F:14])([F:15])[F:16])[c:17]2[cH:18][cH:19][cH:20][cH:21][cH:22]2)[c:23]2[cH:24][cH:25][cH:26][cH:27][cH:28]2)[cH:9][cH:10]1)[NH:35][CH2:29][CH2:30][CH2:31][CH2:32][CH2:33][CH3:34].[c:36]1([CH3:46])[cH:37][cH:38][c:39]([S:42](=[O:43])(=[O:44])[OH:45])[cH:40][cH:41]1.